This data is from the Open Reaction Database (ORD), a public repository of structured organic reaction records. The task is: describe an organic reaction: reactants, conditions, products, and yield Reactants: CC1=C(C(=O)O)C=CC(=C1S(=O)(=O)C)S(=O)(=O)C (2-methyl-3,4-di(methylsulfonyl)benzoic acid), S(=O)(Cl)Cl (thionyl chloride). Reagents/catalysts: CN(C=O)C (dimethylformamide). Solvent: C1(=CC=CC=C1)C (toluene). Product: CC1=C(C(=O)Cl)C=CC(=C1S(=O)(=O)C)S(=O)(=O)C (2-methyl-3,4-di(methylsulfonyl)benzoyl chloride). Yield: 90.7%. RXN SMILES: [CH3:1][C:2]1[C:10]([S:11]([CH3:14])(=[O:13])=[O:12])=[C:9]([S:15]([CH3:18])(=[O:17])=[O:16])[CH:8]=[CH:7][C:3]=1[C:4](O)=[O:5].S(Cl)([Cl:21])=O>CN(C)C=O.C1(C)C=CC=CC=1>[CH3:1][C:2]1[C:10]([S:11]([CH3:14])(=[O:13])=[O:12])=[C:9]([S:15]([CH3:18])(=[O:17])=[O:16])[CH:8]=[CH:7][C:3]=1[C:4]([Cl:21])=[O:5]. Procedure: A few drops of dimethylformamide were added to a solution of 63 g (0.22 mol) of 2-methyl-3,4-di(methylsulfonyl)benzoic acid in 550 ml of toluene, and 36 g (0.3 mol) of thionyl chloride were then added dropwise. The reaction mixture was heated at reflux for 1.5 hours. After cooling, the reaction mixture was concentrated. This gave 62 g (93% yield) of 2-methyl-3,4-di(methylsulfonyl)benzoyl chloride as a beige solid. The reactants are CC#N, O=C1CCC(=O)N1I, N#Cc1cc(N)n(-c2c(Cl)cc(C(F)(F)F)cc2Cl)c1, O. Product: N#Cc1cn(-c2c(Cl)cc(C(F)(F)F)cc2Cl)c(N)c1I. Reaction SMILES: [CH3:29][C:30]#[N:31].[I:21][N:22]1[C:23](=[O:24])[CH2:25][CH2:26][C:27]1=[O:28].[NH2:1][c:2]1[n:3](-[c:9]2[c:10]([Cl:20])[cH:11][c:12]([C:16]([F:17])([F:18])[F:19])[cH:13][c:14]2[Cl:15])[cH:4][c:5]([C:7]#[N:8])[cH:6]1.[OH2:32]>>[NH2:1][c:2]1[n:3](-[c:9]2[c:10]([Cl:20])[cH:11][c:12]([C:16]([F:17])([F:18])[F:19])[cH:13][c:14]2[Cl:15])[cH:4][c:5]([C:7]#[N:8])[c:6]1[I:21]. Starting materials: CC(=O)OC(C)(C)C, CCOC(=O)c1cc2ccoc2cn1, C[O-], CC(=O)O, Cc1ccccc1, Cl, [Na+]. The product is CC(=O)c1cc2ccoc2cn1. Reaction SMILES: [C:4]([O:5][C:6]([CH3:7])([CH3:8])[CH3:9])(=[O:10])[CH3:11].[CH2:12]([O:13][C:15](=[O:16])[c:17]1[cH:18][c:19]2[c:20]([cH:21][n:22]1)[o:23][cH:24][cH:25]2)[CH3:14].[CH3:1][O-:2].[CH3:26][C:27](=[O:28])[OH:29].[CH3:31][c:32]1[cH:33][cH:34][cH:35][cH:36][cH:37]1.[ClH:30].[Na+:3]>>[CH3:4][C:15](=[O:16])[c:17]1[cH:18][c:19]2[c:20]([cH:21][n:22]1)[o:23][cH:24][cH:25]2. The reactants are C(C)OC(=O)C=1NC=C2C1NC=1CN(CC(C1C2C=2OC(=CC2)SC2=NC1=C(N2)C=CC(=C1)OC(F)F)=O)OC(C)(C)C (6-tert-butyloxy-9-[5-(5-difluoromethoxy-1H-benzimidazol-2-ylsulfanyl)-furan-2-yl]-8-oxo-2,4,5,7,8,9-hexahydro-pyrrolo[3,4-b]-1,7-naphthyridine-3-carboxylic acid ethyl ester), Cl (HCl). The solvent is O1CCOCC1 (dioxane), O1CCOCC1 (dioxane). Run at time 16 hour. The product is Cl.C(C)OC(=O)C=1NC=C2C1NC=1CNCC(C1C2C=2OC(=CC2)SC2=NC1=C(N2)C=CC(=C1)OC(F)F)=O (9-[5-(5-difluoromethoxy-1H-benzimidazol-2-ylsulfanyl)-furan-2-yl]-8-oxo-4,5,6,7,8,9-hexahydro-2H-pyrrolo[3,4-b]-1,7-naphthyridine-3-carboxylic acid ethyl ester hydrochloride). Isolated yield 55.0%. Reaction SMILES: [CH2:1]([O:3][C:4]([C:6]1[NH:7][CH:8]=[C:9]2[CH:18]([C:19]3[O:20][C:21]([S:24][C:25]4[NH:29][C:28]5[CH:30]=[CH:31][C:32]([O:34][CH:35]([F:37])[F:36])=[CH:33][C:27]=5[N:26]=4)=[CH:22][CH:23]=3)[C:17]3[C:16](=[O:38])[CH2:15][N:14](OC(C)(C)C)[CH2:13][C:12]=3[NH:11][C:10]=12)=[O:5])[CH3:2].[ClH:44]>O1CCOCC1>[ClH:44].[CH2:1]([O:3][C:4]([C:6]1[NH:7][CH:8]=[C:9]2[CH:18]([C:19]3[O:20][C:21]([S:24][C:25]4[NH:29][C:28]5[CH:30]=[CH:31][C:32]([O:34][CH:35]([F:37])[F:36])=[CH:33][C:27]=5[N:26]=4)=[CH:22][CH:23]=3)[C:17]3[C:16](=[O:38])[CH2:15][NH:14][CH2:13][C:12]=3[NH:11][C:10]=12)=[O:5])[CH3:2] |f:3.4|. Reported procedure: 230 mg of 6-tert-butyloxy-9-[5-(5-difluoromethoxy-1H-benzimidazol-2-ylsulfanyl)-furan-2-yl]-8-oxo-2,4,5,7,8,9-hexahydro-pyrrolo[3,4-b]-1,7-naphthyridine-3-carboxylic acid ethyl ester (example 127) are dissolved in 1.4 ml of dioxane and combined with 1.434 ml of 4N HCl in dioxane. The reaction mixture is stirred for 16 hours at room temperature. The formed insoluble material is then collected by filtration, washed successively with 2×2 ml of dioxane and 2×2 ml of diisopropylether, and dried under... Starting materials: solution, 1,1-bis(Di-tBuppf)PdCl2, solution, BrC1=NNC=2N=CC=3CN(CCC3C21)C(=O)OC(C)(C)C (tert-butyl 1-bromo-8,9-dihydro-3H-pyrazolo[3,4-c][2,7]naphthyridine-7(6H)-carboxylate), C1(=C(C=CC=C1)B(O)O)C (o-tolylboronic acid), C([O-])([O-])=O.[Cs+].[Cs+] (cesium carbonate). Solvent: C1(=CC=CC=C1)C (toluene), C(C)O (ethanol). Conditions: temperature 110 celsius, time 24 hour. The product is desired crude product, C1(=C(C=CC=C1)C1=NNC=2N=CC=3CN(CCC3C21)C(=O)OC(C)(C)C)C (tert-butyl 1-o-tolyl-8,9-dihydro-3H-pyrazolo[3,4-c][2,7]naphthyridine-7(6H)-carboxylate). Reaction SMILES: Br[C:2]1[C:14]2[C:13]3[CH2:12][CH2:11][N:10]([C:15]([O:17][C:18]([CH3:21])([CH3:20])[CH3:19])=[O:16])[CH2:9][C:8]=3[CH:7]=[N:6][C:5]=2[NH:4][N:3]=1.[C:22]1([CH3:31])[CH:27]=[CH:26][CH:25]=[CH:24][C:23]=1B(O)O.C(=O)([O-])[O-].[Cs+].[Cs+]>C1(C)C=CC=CC=1.C(O)C>[C:22]1([CH3:31])[CH:27]=[CH:26][CH:25]=[CH:24][C:23]=1[C:2]1[C:14]2[C:13]3[CH2:12][CH2:11][N:10]([C:15]([O:17][C:18]([CH3:21])([CH3:20])[CH3:19])=[O:16])[CH2:9][C:8]=3[CH:7]=[N:6][C:5]=2[NH:4][N:3]=1 |f:2.3.4|. Procedure details: To 77 mM solution of tert-butyl 1-bromo-8,9-dihydro-3H-pyrazolo[3,4-c][2,7]naphthyridine-7(6H)-carboxylate (1.3 mL) in toluene and absolute ethanol (2:1) was added o-tolylboronic acid (0.0136 g, 0.1 mmol) followed by 1M solution of cesium carbonate (0.6 mL) and 1,1-bis(Di-tBuppf)PdCl2 (0.005 g). The reaction mixture was shaken at 110° C. for 24 hours. On completion of the reaction, the reaction mixture was extracted with EtOAc (2×2 mL). The organic layers were combined and concentrated under red...